This data is from the Open Reaction Database (ORD), a public repository of structured organic reaction records. The task is: describe an organic reaction: reactants, conditions, products, and yield Starting materials: NC=1C=C2C(CCOC2=CC1)O (6-Amino-chroman-4-ol), FC(C1=CC=C(C=N1)CC#N)(F)F ((6-Trifluoromethyl-pyridin-3-yl)-acetonitrile), C(C)(=O)OC([C@@H](O)C1=CC=CC=C1)=O ((S)-(+)-O-acetyl-L-mandelic acid). Yields the product O[C@H](C(=O)N(CCC=1C=NC(=CC1)C(F)(F)F)C1=CC(=CC=C1)OC)C1=CC=CC=C1 ((S)-2-Hydroxy-N-(3-methoxy-phenyl)-2-phenyl-N-[2-(6-trifluoromethyl-pyridin-3-yl)-ethyl]-acetamide). RXN SMILES: N[C:2]1[CH:3]=[C:4]2[C:9](=[CH:10][CH:11]=1)[O:8][CH2:7]CC2O.[F:13][C:14]([F:25])([F:24])[C:15]1[N:20]=[CH:19][C:18]([CH2:21][C:22]#[N:23])=[CH:17][CH:16]=1.C(O[C:30](=[O:39])[C@H:31]([C:33]1[CH:38]=[CH:37][CH:36]=[CH:35][CH:34]=1)[OH:32])(=O)C>>[OH:32][C@@H:31]([C:33]1[CH:34]=[CH:35][CH:36]=[CH:37][CH:38]=1)[C:30]([N:23]([C:3]1[CH:2]=[CH:11][CH:10]=[C:9]([O:8][CH3:7])[CH:4]=1)[CH2:22][CH2:21][C:18]1[CH:19]=[N:20][C:15]([C:14]([F:24])([F:13])[F:25])=[CH:16][CH:17]=1)=[O:39]. Procedure details: In analogy to example 55, 6-Amino-chroman-4-ol (as described in WO 2005037830), (6-Trifluoromethyl-pyridin-3-yl)-acetonitrile & (S)-(+)-O-acetyl-L-mandelic acid were successively coupled then hydrolysed to give the target compound. MS(m/e): 473.1 [M+H]+.